From a dataset of the Open Reaction Database (ORD), a public repository of structured organic reaction records. describe an organic reaction: reactants, conditions, products, and yield The reactants are CN(C=NS(=O)(=O)C1=C(C=CC=C1OC)[N+](=O)[O-])C (N-[1-dimethylamino-methylidene]-2-nitro-6-methoxy-benzenesulfonamide). Solvent: ClCCl (dichloromethane), C(Cl)Cl (CH2Cl2). Product: CN(C=NS(=O)(=O)C1=C(C=CC=C1O)[N+](=O)[O-])C (N-(1-dimethylamino-methylidene)-2-nitro-6-hydroxy-benzenesulfonamide). As a reaction SMILES: [CH3:1][N:2]([CH3:19])[CH:3]=[N:4][S:5]([C:8]1[C:13]([O:14]C)=[CH:12][CH:11]=[CH:10][C:9]=1[N+:16]([O-:18])=[O:17])(=[O:7])=[O:6]>ClCCl>[CH3:1][N:2]([CH3:19])[CH:3]=[N:4][S:5]([C:8]1[C:13]([OH:14])=[CH:12][CH:11]=[CH:10][C:9]=1[N+:16]([O-:18])=[O:17])(=[O:6])=[O:7]. Procedure: To a solution of N-[1-dimethylamino-methylidene]-2-nitro-6-methoxy-benzenesulfonamide (956 mg, 3.33 mmol) in dichloromethane (50 mL) BBr3 (0.64 mL, 6.64 mmol is added under stirring at room temperature. After stirring for 30 min the 4 mixture is diluted with CH2Cl2 and extracted twice with saturated brine. Drying of the organic phase with Na2SO4, evaporation of solvent, addition of hexanes to the residue, and filtration gives N-(1-dimethylamino-methylidene)-2-nitro-6-hydroxy-benzenesulfonamide. Product: CCCCN1CCN(c2ccc(N3CCC3)cc2C2CCC(C)(C)CC2)CC1. The reactants are F[B-](F)(F)F, CCCCN1CCN(c2ccc(Br)cc2C2CCC(C)(C)CC2)CC1, CC(C)(C)[PH+](C(C)(C)C)C(C)(C)C, CC(C)(C)[O-], CCOC(C)=O, Cl, C1CNC1, [Na+], CC(=O)[O-], CC(=O)[O-], O, [Pd+2], Cc1ccccc1C. As a reaction SMILES: [B-:37]([F:38])([F:39])([F:40])[F:41].[Br:1][c:2]1[cH:3][c:4]([CH:18]2[CH2:19][CH2:20][C:21]([CH3:24])([CH3:25])[CH2:22][CH2:23]2)[c:5]([N:8]2[CH2:9][CH2:10][N:11]([CH2:14][CH2:15][CH2:16][CH3:17])[CH2:12][CH2:13]2)[cH:6][cH:7]1.[C:42]([PH+:43]([C:44]([CH3:45])([CH3:46])[CH3:47])[C:48]([CH3:49])([CH3:50])[CH3:51])([CH3:52])([CH3:53])[CH3:54].[CH3:31][C:32]([CH3:33])([O-:34])[CH3:35].[CH3:64][CH2:65][O:66][C:67](=[O:68])[CH3:69].[ClH:26].[NH:27]1[CH2:28][CH2:29][CH2:30]1.[Na+:36].[O-:56][C:57]([CH3:58])=[O:59].[O-:60][C:61]([CH3:62])=[O:63].[OH2:70].[Pd+2:55].[c:71]1([CH3:72])[c:73]([CH3:74])[cH:75][cH:76][cH:77][cH:78]1>>[c:2]1([N:27]2[CH2:28][CH2:29][CH2:30]2)[cH:3][c:4]([CH:18]2[CH2:19][CH2:20][C:21]([CH3:24])([CH3:25])[CH2:22][CH2:23]2)[c:5]([N:8]2[CH2:9][CH2:10][N:11]([CH2:14][CH2:15][CH2:16][CH3:17])[CH2:12][CH2:13]2)[cH:6][cH:7]1. The reactants are C=1C=CC2=C(C1)C(=O)C=CC2=O (naphthoquinone), C(C)(=O)OC=CC=C (1-acetoxybutadiene), O=O (oxygen), C(C)(=O)[O-].[Na+] (sodium acetate). Run in C(C)(=O)O (acetic acid), CN(C=O)C (dimethylformamide). Reaction conditions: temperature 120 celsius, time 2 hour. Yields the product C1=CC=CC=2C(C3=CC=CC=C3C(C12)=O)=O (anthraquinone). Isolated yield 91.0%. As a reaction SMILES: [CH:1]1[CH:2]=[CH:3][C:4]2[C:11](=[O:12])[CH:10]=[CH:9][C:7](=[O:8])[C:5]=2[CH:6]=1.C(O[CH:17]=[CH:18][CH:19]=[CH2:20])(=O)C.C([O-])(=O)C.[Na+].O=O>C(O)(=O)C.CN(C)C=O>[CH:17]1[C:10]2[C:11](=[O:12])[C:4]3[C:5](=[CH:6][CH:1]=[CH:2][CH:3]=3)[C:7](=[O:8])[C:9]=2[CH:20]=[CH:19][CH:18]=1 |f:2.3|. Reported procedure: 15.8 parts by weight naphthoquinone and 13.5 parts by weight of 1-acetoxybutadiene in 50 parts by volume of dimethylformamide and 1 part by volume of acetic acid are stirred for 6 hours under nitrogen at 45° - 50° C. 0.4 part by weight of sodium acetate is then added, oxygen is passed in and the batch is stirred for 2 hours at 120° C. After cooling, the anthraquinone which has precipitated is filtered off and washed with dimethylformamide. 18.2 parts by weight (91% of theory) of anthraquinone of... Reactants: [Br-], O=C([O-])[O-], c1ccc2c(c1)CCN2, CCCC[N+](CCCC)(CCCC)CCCC, ClCCl, CCOC(C)=O, Cc1ccccc1, OCCCCl, [K+], [K+], O. Yields the product OCCCN1CCc2ccccc21. RXN SMILES: [Br-:27].[C:15](=[O:16])([O-:17])[O-:18].[CH2:1]1[CH2:2][c:3]2[cH:4][cH:5][cH:6][cH:7][c:8]2[NH:9]1.[CH2:28]([N+:29]([CH2:30][CH2:31][CH2:32][CH3:33])([CH2:34][CH2:35][CH2:36][CH3:37])[CH2:38][CH2:39][CH2:40][CH3:41])[CH2:42][CH2:43][CH3:44].[CH2:45]([Cl:46])[Cl:47].[CH3:21][CH2:22][O:23][C:24](=[O:25])[CH3:26].[CH3:49][c:50]1[cH:51][cH:52][cH:53][cH:54][cH:55]1.[Cl:10][CH2:11][CH2:12][CH2:13][OH:14].[K+:19].[K+:20].[OH2:48]>>[CH2:1]1[CH2:2][c:3]2[cH:4][cH:5][cH:6][cH:7][c:8]2[N:9]1[CH2:11][CH2:12][CH2:13][OH:14]. Solvent: O (water), CO (MeOH). Reactants: Br.NC(C(=O)OC)C=1OC=CC1 (methyl 2-amino-2-(furan-2-yl)acetate hydrobromide), C(C)(=O)[O-].[Na+] (sodium acetate), BrBr (bromine). Yield: 51.6%. Reaction SMILES: [BrH:1].[NH2:2][CH:3]([C:8]1[O:9][CH:10]=[CH:11][CH:12]=1)[C:4]([O:6][CH3:7])=[O:5].C([O-])(=O)C.[Na+].[Br:18]Br>O.CO>[Br:1][C:12]1[CH:11]=[C:10]([Br:18])[N:2]=[C:3]([C:4]([O:6][CH3:7])=[O:5])[C:8]=1[OH:9] |f:0.1,2.3|. Procedure details: To a magnetically stirred solution of methyl 2-amino-2-(furan-2-yl)acetate hydrobromide (0.84 g, 3.56 mmol) and sodium acetate (1.255 g, 15.30 mmol) in 40 mL of water at 0° C. was added dropwise a solution of bromine (0.788 ml, 15.30 mmol) in 10 mL of MeOH over 30 min. After warming to room temperature for 24 hr, the reaction mixture was filtered through a fritted glass funnel and the white solid was washed with water. Solvent removal gave methyl 4,6-dibromo-3-hydroxypicolinate (577 mg, 1.837 mm... Yields the product BrC1=C(C(=NC(=C1)Br)C(=O)OC)O (methyl 4,6-dibromo-3-hydroxypicolinate). Reactants: ClC1=CC=C(C=C1)C[C@@H](CCN1N=CC(=C1)C=1C=C2C=CN=CC2=CC1)NC(OC(C)(C)C)=O (tert-butyl(S)-1-(4-chlorophenyl)-4-(4-(isoquinolin-6-yl)-1H-pyrazol-1-yl)butan-2-ylcarbamate), C(=O)(C(F)(F)F)O (TFA). Run in C(Cl)Cl (DCM). Reaction conditions: time 2 hour. The product is ClC1=CC=C(C=C1)C[C@@H](CCN1N=CC(=C1)C=1C=C2C=CN=CC2=CC1)N ((2S)-1-(4-Chlorophenyl)-4-(4-(isoquinolin-6-yl)-1H-pyrazol-1-yl)butan-2-amine). The yield is 65.3%. As a reaction SMILES: [Cl:1][C:2]1[CH:7]=[CH:6][C:5]([CH2:8][C@H:9]([NH:27]C(=O)OC(C)(C)C)[CH2:10][CH2:11][N:12]2[CH:16]=[C:15]([C:17]3[CH:18]=[C:19]4[C:24](=[CH:25][CH:26]=3)[CH:23]=[N:22][CH:21]=[CH:20]4)[CH:14]=[N:13]2)=[CH:4][CH:3]=1.C(O)(C(F)(F)F)=O>C(Cl)Cl>[Cl:1][C:2]1[CH:7]=[CH:6][C:5]([CH2:8][C@H:9]([NH2:27])[CH2:10][CH2:11][N:12]2[CH:16]=[C:15]([C:17]3[CH:18]=[C:19]4[C:24](=[CH:25][CH:26]=3)[CH:23]=[N:22][CH:21]=[CH:20]4)[CH:14]=[N:13]2)=[CH:4][CH:3]=1. Procedure details: A mixture of tert-butyl(S)-1-(4-chlorophenyl)-4-(4-(isoquinolin-6-yl)-1H-pyrazol-1-yl)butan-2-ylcarbamate (320 mg, 0.67 mmol) and TFA (5.00 mL, 64 mmol) in DCM (5 mL) was stirred at room temperature for 2 hours. After concentration by vacuum distillation, the residue was purified by reverse-phase HPLC (Phenomenex Synergi 4m Max RP 80 A column, 150×21 mm, 20 mL/min, 10-95% CH3CN/H2O, 0.1% TFA, 10.5 minute gradient) to give the product as an off-white solid (165 mg, 65%). HRMS (TOF) Calcd for C22H... Reactants: [BH4-], CCc1cccc2c1CCC2=O, CO, [Na+], C1CCOC1, O. The product is CCc1cccc2c1CCC2O. Reaction SMILES: [BH4-:13].[CH2:1]([CH3:2])[c:3]1[c:4]2[c:8]([cH:9][cH:10][cH:11]1)[C:7](=[O:12])[CH2:6][CH2:5]2.[CH3:15][OH:16].[Na+:14].[O:18]1[CH2:19][CH2:20][CH2:21][CH2:22]1.[OH2:17]>>[CH2:1]([CH3:2])[c:3]1[c:4]2[c:8]([cH:9][cH:10][cH:11]1)[CH:7]([OH:12])[CH2:6][CH2:5]2.